From a dataset of the Open Reaction Database (ORD), a public repository of structured organic reaction records. describe an organic reaction: reactants, conditions, products, and yield Reactants: C(CCCCCCC)O (n-octanol), S(=O)(=O)(O)C(C(=O)O)CC(=O)O (sulfosuccinic acid). The solvent is O (water). Conditions: time 7 hour. The product is C(CCCCCCC)OCCCCCCCC (Di-n-octyl Ether). RXN SMILES: [CH2:1]([OH:9])[CH2:2][CH2:3][CH2:4][CH2:5][CH2:6][CH2:7][CH3:8].S([CH:14]([CH2:18][C:19](O)=O)[C:15](O)=O)(O)(=O)=O>O>[CH2:1]([O:9][CH2:15][CH2:14][CH2:18][CH2:19][CH2:1][CH2:2][CH2:3][CH3:4])[CH2:2][CH2:3][CH2:4][CH2:5][CH2:6][CH2:7][CH3:8]. Procedure details: 206 kg (1581.8 moles) of n-octanol were heated to 190°-210° C. together with 2.94 kg of sulfosuccinic acid (70% by weight). The water of reaction formed was distilled off. After 7 hours, 10.3 g of 50% by weight sodium hydroxide were added to the cooled reaction mixture for neutralization, after which the crude product was washed until neutral and then distilled.